This data is from the Open Reaction Database (ORD), a public repository of structured organic reaction records. The task is: describe an organic reaction: reactants, conditions, products, and yield Starting materials: CCN(C(C)C)C(C)C, COc1cc2nccc(Oc3ccc(N)cc3Cl)c2cc1OC, O=C(OC(Cl)(Cl)Cl)OC(Cl)(Cl)Cl, Clc1ccccc1, [Na+], O=C([O-])O, Nc1ccn[nH]1. Yields the product COc1cc2nccc(Oc3ccc(NC(=O)Nc4ccn[nH]4)cc3Cl)c2cc1OC. Reaction SMILES: [CH:24]([N:25]([CH2:26][CH3:27])[CH:28]([CH3:29])[CH3:30])([CH3:31])[CH3:32].[Cl:1][c:2]1[cH:3][c:4]([NH2:5])[cH:6][cH:7][c:8]1[O:9][c:10]1[cH:11][cH:12][n:13][c:14]2[cH:15][c:16]([O:22][CH3:23])[c:17]([O:20][CH3:21])[cH:18][c:19]12.[Cl:33][C:34]([Cl:35])([O:36][C:37]([O:38][C:39]([Cl:40])([Cl:41])[Cl:42])=[O:43])[Cl:44].[Cl:56][c:57]1[cH:58][cH:59][cH:60][cH:61][cH:62]1.[Na+:51].[OH:52][C:53](=[O:54])[O-:55].[nH:45]1[n:46][cH:47][cH:48][c:49]1[NH2:50]>>[Cl:1][c:2]1[cH:3][c:4]([NH:5][C:37](=[O:43])[NH:50][c:49]2[nH:45][n:46][cH:47][cH:48]2)[cH:6][cH:7][c:8]1[O:9][c:10]1[cH:11][cH:12][n:13][c:14]2[cH:15][c:16]([O:22][CH3:23])[c:17]([O:20][CH3:21])[cH:18][c:19]12. Reactants: ClCCl (dichloromethane), NCCNS(=O)(=O)C=1C=2C=CN=CC2C=C(C1)C1=CC(=CC=C1)C(F)F (7-(3-Difluoromethylphenyl)-isoquinoline-5-sulfonic acid (2-amino-ethyl)-amide), [N+](=O)([O-])C1=CC=C(C=C1)CCC=O (3-(4-nitrophenyl)-propionaldehyde), ClCCl (dichloromethane), [BH4-].[Na+] (sodium borohydride). The solvent is CO (methanol). Run at time 8 hour. Yields the product Cl.Cl.[N+](=O)([O-])C1=CC=C(C=C1)CCCNCCNS(=O)(=O)C=1C=2C=CN=CC2C=C(C1)C1=CC(=CC=C1)C(F)F (7-(3-Difluoromethylphenyl)-isoquinoline-5-sulfonic acid {2-[3-(4-nitro-phenyl)-propylamino]-ethyl}-amide, dihydrochloride salt). The yield is 48.0%. Reaction SMILES: [NH2:1][CH2:2][CH2:3][NH:4][S:5]([C:8]1[C:9]2[CH:10]=[CH:11][N:12]=[CH:13][C:14]=2[CH:15]=[C:16]([C:18]2[CH:23]=[CH:22][CH:21]=[C:20]([CH:24]([F:26])[F:25])[CH:19]=2)[CH:17]=1)(=[O:7])=[O:6].[N+:27]([C:30]1[CH:35]=[CH:34][C:33]([CH2:36][CH2:37][CH:38]=O)=[CH:32][CH:31]=1)([O-:29])=[O:28].[BH4-].[Na+].[Cl:42]CCl>CO>[ClH:42].[ClH:42].[N+:27]([C:30]1[CH:35]=[CH:34][C:33]([CH2:36][CH2:37][CH2:38][NH:1][CH2:2][CH2:3][NH:4][S:5]([C:8]2[C:9]3[CH:10]=[CH:11][N:12]=[CH:13][C:14]=3[CH:15]=[C:16]([C:18]3[CH:23]=[CH:22][CH:21]=[C:20]([CH:24]([F:26])[F:25])[CH:19]=3)[CH:17]=2)(=[O:7])=[O:6])=[CH:32][CH:31]=1)([O-:29])=[O:28] |f:2.3,6.7.8|. Procedure: Dissolve 7-(3-Difluoromethylphenyl)-isoquinoline-5-sulfonic acid (2-amino-ethyl)-amide (0.060 g, 0.16 mmol) in a mixture of dichloromethane and methanol (5:1, 15 mL). To the solution add 3-(4-nitrophenyl)-propionaldehyde (0.043 g, 0.24 mmol) as a solution in dichloromethane and stir overnight. Add sodium borohydride (0.025 g, 0.67 mmol). Evaporate the solvent and purify the residue by silica gel chromatography to give the free base of the desired compound (0.042 g, 48% yield): 1H NMR (CDCl3/CD3O... The reactants are NC1=NC(=C(C(=N1)S(=O)C)C#N)C=1C=NC=CC1 (2-amino-4-methanesulfinyl-6-pyridin-3-yl-pyrimidine-5-carbonitrile), ( 52 ), ( 33 ), N1=C(C=CC=C1)CCS (2-pyridylethylmercaptan), C1CCC2=NCCCN2CC1 (DBU). Solvent: COCCOC (DME). Product: NC1=NC(=C(C(=N1)C=1C=NC=CC1)C#N)SCCC1=NC=CC=C1 (2-Amino-4-pyridin-3-yl-6-(2-pyridin-2-yl-ethylsulfanyl)-pyrimidine-5-carbonitrile). Reaction SMILES: [NH2:1][C:2]1[N:7]=[C:6]([S:8]([CH3:10])=O)[C:5]([C:11]#[N:12])=[C:4]([C:13]2[CH:14]=[N:15][CH:16]=[CH:17][CH:18]=2)[N:3]=1.[N:19]1[CH:24]=[CH:23][CH:22]=[CH:21][C:20]=1[CH2:25]CS.C1CCN2C(=NCCC2)CC1>COCCOC>[NH2:1][C:2]1[N:3]=[C:4]([C:13]2[CH:14]=[N:15][CH:16]=[CH:17][CH:18]=2)[C:5]([C:11]#[N:12])=[C:6]([S:8][CH2:10][CH2:25][C:20]2[CH:21]=[CH:22][CH:23]=[CH:24][N:19]=2)[N:7]=1. Procedure details: From 2-amino-4-methanesulfinyl-6-pyridin-3-yl-pyrimidine-5-carbonitrile, 2-pyridylethylmercaptan and DBU in DME. EI-MS m/e (%): 334 (M+, 35), 333 ([M—H]+, 100), 138 (52), 106 (33).